Dataset: the Open Reaction Database (ORD), a public repository of structured organic reaction records. Task: describe an organic reaction: reactants, conditions, products, and yield Starting materials: FC1=C(CC2C(CCC2)=O)C=CC(=C1)F (2-(2,4-difluorobenzyl)cyclopentanone), [I-].C[S+](=O)(C)C (Trimethylsulfoxonium iodide), [H][H] (hydrogen), [H-].[Na+] (sodium hydride). Run in CS(=O)C (DMSO). Yields the product FC1=C(CC2C3(CO3)CCC2)C=CC(=C1)F (4-(2,4-Difluorobenzyl)-1-oxaspiro[2.4]heptane). RXN SMILES: [I-].[CH3:2][S+](C)(C)=O.[H-].[Na+].[H][H].[F:11][C:12]1[CH:24]=[C:23]([F:25])[CH:22]=[CH:21][C:13]=1[CH2:14][CH:15]1[CH2:19][CH2:18][CH2:17][C:16]1=[O:20]>CS(C)=O>[F:11][C:12]1[CH:24]=[C:23]([F:25])[CH:22]=[CH:21][C:13]=1[CH2:14][CH:15]1[CH2:19][CH2:18][CH2:17][C:16]21[O:20][CH2:2]2 |f:0.1,2.3|. Procedure: Trimethylsulfoxonium iodide (4.86 g, 22.1 mmol, 1.3 eq) was dissolved in DMSO (25 ml) and sodium hydride (0.49 g, 20.4 mmol, 1.2 eq) was added at 100° C. while being stirred. The solution was warmed to room temperature and stirred for 45 min while being stirred; thereafter, the solution became transparent. After terminal evolution of hydrogen had been confirmed, the solution was again heated at 10° C. and 2-(2,4-difluorobenzyl)cyclopentanone (3.56 g, 17.0 mmol, 1.0 eq) was dripped into the solut... The reactants are Cl.NCCC(=O)OCC (Ethyl 3-aminopropanoate HCl salt), [Si](C)(C)(C(C)(C)C)OC/C=C/C(=O)OCC ((E)-ethyl 4-(tert-butyldimethylsilyloxy)but-2-enoate), Cl.NCCC(=O)O (3-aminopropanoate HCl salt). Solvent: C(C)O (ethanol). Reaction conditions: time 8 hour. Yields the product [Si](C)(C)(C(C)(C)C)OCC(CC(=O)OCC)NCCC(=O)OCC (Ethyl 4-(tert-butyldimethylsilyloxy)-3-(3-ethoxy-3-oxopropylamino)butanoate). Isolated yield 76.0%. Reaction SMILES: Cl.[NH2:2][CH2:3][CH2:4][C:5]([O:7][CH2:8][CH3:9])=[O:6].[Si:10]([O:17][CH2:18]/[CH:19]=[CH:20]/[C:21]([O:23][CH2:24][CH3:25])=[O:22])([C:13]([CH3:16])([CH3:15])[CH3:14])([CH3:12])[CH3:11].Cl.NCCC(O)=O>C(O)C>[Si:10]([O:17][CH2:18][CH:19]([NH:2][CH2:3][CH2:4][C:5]([O:7][CH2:8][CH3:9])=[O:6])[CH2:20][C:21]([O:23][CH2:24][CH3:25])=[O:22])([C:13]([CH3:16])([CH3:15])[CH3:14])([CH3:12])[CH3:11] |f:0.1,3.4|. Reported procedure: Ethyl 3-aminopropanoate HCl salt (4.6 g, 39.2 mmol, 1.4 eq) was added to a solution of (E)-ethyl 4-(tert-butyldimethylsilyloxy)but-2-enoate in 50 mL of ethanol. The mixture was stirred at RT overnight and then heated to reflux overnight. Another 9.2 g of 3-aminopropanoate HCl salt was added. The reaction was continued to heat at reflux for 2 hr. Solvents were removed; the yellow oily residue was dissolved in DCM, filtered through a pad of SiO2 (˜80 g), and washed with 800 mL EtOAc. The filtrate ... Starting materials: N1CCC2(CC1)C=CC1=CC=CC=C12 (spiro[1H-indene-1,4'-piperidine]), C([O-])([O-])=O.[K+].[K+] (potassium carbonate), ICCCC (iodobutane). Run in CN(C)C=O (DMF). Yields the product C(CCC)N1CCC2(CC1)C=CC1=CC=CC=C12 (1'-butylspiro [1H-indene-1,4'-piperidine]). Yield: 31.3%. As a reaction SMILES: [NH:1]1[CH2:6][CH2:5][C:4]2([C:14]3[C:9](=[CH:10][CH:11]=[CH:12][CH:13]=3)[CH:8]=[CH:7]2)[CH2:3][CH2:2]1.C(=O)([O-])[O-].[K+].[K+].I[CH2:22][CH2:23][CH2:24][CH3:25]>CN(C=O)C>[CH2:22]([N:1]1[CH2:6][CH2:5][C:4]2([C:14]3[C:9](=[CH:10][CH:11]=[CH:12][CH:13]=3)[CH:8]=[CH:7]2)[CH2:3][CH2:2]1)[CH2:23][CH2:24][CH3:25] |f:1.2.3|. Procedure details: In the same way as that described in Example 1, step 5, the title compound was prepared, using spiro[1H-indene-1,4'-piperidine] (333 mg, 1.8 mmol), DMF (15 ml), potassium carbonate (0.26 g, 1.9 mmol) and iodobutane (267 μl, 2.4 mmol). The crude residue was chromatographed in dichloromethane:methanol 95:5, to give 1'-butylspiro [1H-indene-1,4'-piperidine] (136 mg, 31%) as a clear oil.